This data is from the Open Reaction Database (ORD), a public repository of structured organic reaction records. The task is: describe an organic reaction: reactants, conditions, products, and yield The reactants are C1CCOC1, CC(CCCBr)N(c1cc(F)ccc1F)S(=O)(=O)c1ccc(Cl)cc1, [N-]=[N+]=[N-], [Na+], O. The product is CC(CCCN=[N+]=[N-])N(c1cc(F)ccc1F)S(=O)(=O)c1ccc(Cl)cc1. Reaction SMILES: [CH2:30]1[O:31][CH2:32][CH2:33][CH2:34]1.[Cl:1][c:2]1[cH:3][cH:4][c:5]([S:8](=[O:9])(=[O:10])[N:11]([CH:12]([CH2:13][CH2:14][CH2:15][Br:16])[CH3:17])[c:18]2[c:19]([F:25])[cH:20][cH:21][c:22]([F:24])[cH:23]2)[cH:6][cH:7]1.[N-:27]=[N+:28]=[N-:29].[Na+:26].[OH2:35]>>[Cl:1][c:2]1[cH:3][cH:4][c:5]([S:8](=[O:9])(=[O:10])[N:11]([CH:12]([CH2:13][CH2:14][CH2:15][N:27]=[N+:28]=[N-:29])[CH3:17])[c:18]2[c:19]([F:25])[cH:20][cH:21][c:22]([F:24])[cH:23]2)[cH:6][cH:7]1. Starting materials: B, CO, COC(=O)C(CC(=O)O)CC1CCCCC1, C1CCOC1. The product is COC(=O)C(CCO)CC1CCCCC1. Reaction SMILES: [BH3:17].[CH3:18][OH:19].[CH3:1][O:2][C:3]([CH:4]([CH2:5][C:6](=[O:7])[OH:8])[CH2:9][CH:10]1[CH2:11][CH2:12][CH2:13][CH2:14][CH2:15]1)=[O:16].[O:20]1[CH2:21][CH2:22][CH2:23][CH2:24]1>>[CH3:1][O:2][C:3]([CH:4]([CH2:5][CH2:6][OH:7])[CH2:9][CH:10]1[CH2:11][CH2:12][CH2:13][CH2:14][CH2:15]1)=[O:16]. The reactants are C(C)OC(=O)C=1C(=C2C(=C(N1)Br)SN=C2C2=CC=C(C=C2)Cl)O (7-bromo-3-(4-chloro-phenyl)-4-hydroxy-isothiazolo[5,4-c]pyridine-5-carboxylic acid ethyl ester), C1(=CC=CC2=CC=CC=C12)B(O)O (1-naphthylboronic acid). Product: C(C)OC(=O)C=1C(=C2C(=C(N1)C1=CC=CC3=CC=CC=C13)SN=C2C2=CC=C(C=C2)Cl)O (3-(4-Chloro-phenyl)-4-hydroxy-7-naphthalen-1-yl-isothiazolo[5,4-c]pyridine-5-carboxylic acid ethyl ester). Reaction SMILES: [CH2:1]([O:3][C:4]([C:6]1[C:7]([OH:23])=[C:8]2[C:15]([C:16]3[CH:21]=[CH:20][C:19]([Cl:22])=[CH:18][CH:17]=3)=[N:14][S:13][C:9]2=[C:10](Br)[N:11]=1)=[O:5])[CH3:2].[C:24]1(B(O)O)[C:33]2[C:28](=[CH:29][CH:30]=[CH:31][CH:32]=2)[CH:27]=[CH:26][CH:25]=1>>[CH2:1]([O:3][C:4]([C:6]1[C:7]([OH:23])=[C:8]2[C:15]([C:16]3[CH:21]=[CH:20][C:19]([Cl:22])=[CH:18][CH:17]=3)=[N:14][S:13][C:9]2=[C:10]([C:32]2[C:33]3[C:28](=[CH:27][CH:26]=[CH:25][CH:24]=3)[CH:29]=[CH:30][CH:31]=2)[N:11]=1)=[O:5])[CH3:2]. Reported procedure: The title compound was synthesized in analogy to Example 1 from 7-bromo-3-(4-chloro-phenyl)-4-hydroxy-isothiazolo[5,4-c]pyridine-5-carboxylic acid ethyl ester and 1-naphthylboronic acid: MS (m/z) 461.0 (M+1). Starting materials: [Li]CCCC, COC1=NC(C(C)C)C(OC)=NC1, [Cl-], FC(F)(F)Oc1ccccc1CBr, [NH4+], C1CCOC1. Yields the product COC1=NC(C(C)C)C(OC)=NC1Cc1ccccc1OC(F)(F)F. As a reaction SMILES: [CH2:14]([Li:15])[CH2:16][CH2:17][CH3:18].[CH3:1][O:2][C:3]1=[N:8][CH2:7][C:6]([O:9][CH3:10])=[N:5][CH:4]1[CH:11]([CH3:12])[CH3:13].[Cl-:37].[F:19][C:20]([O:21][c:22]1[c:23]([CH2:24][Br:25])[cH:26][cH:27][cH:28][cH:29]1)([F:30])[F:31].[NH4+:38].[O:32]1[CH2:33][CH2:34][CH2:35][CH2:36]1>>[CH3:1][O:2][C:3]1=[N:8][CH:7]([CH2:24][c:23]2[c:22]([O:21][C:20]([F:19])([F:30])[F:31])[cH:29][cH:28][cH:27][cH:26]2)[C:6]([O:9][CH3:10])=[N:5][CH:4]1[CH:11]([CH3:12])[CH3:13].